Dataset: the Open Reaction Database (ORD), a public repository of structured organic reaction records. Task: describe an organic reaction: reactants, conditions, products, and yield Starting materials: COC1=C(CON(C(CCS(=O)(=O)N2CCN(CC2)C2=CC=C(C=C2)F)=O)CC2=C(C=C(C=C2OC)OC)OC)C=CC(=C1)OC (N-(2,4-dimethoxybenzyloxy)-N-(2,4,6-trimethoxybenzyl)-3-[4-(4-fluorophenyl)piperazine-1-sulfonyl]propionamide), C(C)[SiH](CC)CC (triethylsilane), FC(C(=O)O)(F)F (trifluoroacetic acid). The solvent is ClCCl (dichloromethane). Reaction conditions: time 4 hour. Yields the product ONC(CCS(=O)(=O)N1CCN(CC1)C1=CC=C(C=C1)F)=O (N-hydroxy-3-[4-(4-fluorophenyl)piperazine-1-sulfonyl]propionamide). Isolated yield 55.6%. RXN SMILES: COC1C=C(OC)C=CC=1C[O:6][N:7](CC1C(OC)=CC(OC)=CC=1OC)[C:8](=[O:27])[CH2:9][CH2:10][S:11]([N:14]1[CH2:19][CH2:18][N:17]([C:20]2[CH:25]=[CH:24][C:23]([F:26])=[CH:22][CH:21]=2)[CH2:16][CH2:15]1)(=[O:13])=[O:12].C([SiH](CC)CC)C.FC(F)(F)C(O)=O>ClCCl>[OH:6][NH:7][C:8](=[O:27])[CH2:9][CH2:10][S:11]([N:14]1[CH2:19][CH2:18][N:17]([C:20]2[CH:25]=[CH:24][C:23]([F:26])=[CH:22][CH:21]=2)[CH2:16][CH2:15]1)(=[O:12])=[O:13]. Procedure details: To a solution of N-(2,4-dimethoxybenzyloxy)-N-(2,4,6-trimethoxybenzyl)-3-[4-(4-fluorophenyl)piperazine-1-sulfonyl]propionamide (125 mg, 0.19 mmol) in dichloromethane (2 ml) was added triethylsilane (66 μl, 0.42 mmol) and trifluoroacetic acid (150 μl). The mixture was stirred at room temperature for 4 hours. The solvents were evaporated in vacuo. The residue was purified by chromatography on silica (eluant:dichloromethane, then ethyl acetate then dichloromethane −10% MeOH) to give 35 mg of the ti... Starting materials: N(N)C1=CC(N(C(N1CC(C)C)=O)C)=O (6-hydrazino-1-isobutyl-3-methylpyrimidine-2,4(1H,3H)-dione), C1(=CC=CC2=CC=CC=C12)C=O (1-naphthaldehyde), CN1C(=CC=C1)C=O (1-methyl-1H-pyrrole-2-carbaldehyde). Yields the product C(C(C)C)N1C(N(C(C=2C1=NN(C2C=2N(C=CC2)C)CC2=CC=CC1=CC=CC=C21)=O)C)=O (7-isobutyl-5-methyl-3-(1-methyl-1H-pyrrol-2-yl)-2-(1-naphthylmethyl)-2H-pyrazolo[3,4-d]pyrimidine-4,6(5H,7H)-dione). As a reaction SMILES: [NH:1]([C:3]1[N:8]([CH2:9][CH:10]([CH3:12])[CH3:11])[C:7](=[O:13])[N:6]([CH3:14])[C:5](=[O:15])[CH:4]=1)[NH2:2].[C:16]1([CH:26]=O)[C:25]2[C:20](=[CH:21][CH:22]=[CH:23][CH:24]=2)[CH:19]=[CH:18][CH:17]=1.[CH3:28][N:29]1[CH:33]=[CH:32][CH:31]=[C:30]1[CH:34]=O>>[CH2:9]([N:8]1[C:3]2=[N:1][N:2]([CH2:26][C:16]3[C:25]4[C:20](=[CH:21][CH:22]=[CH:23][CH:24]=4)[CH:19]=[CH:18][CH:17]=3)[C:34]([C:30]3[N:29]([CH3:28])[CH:33]=[CH:32][CH:31]=3)=[C:4]2[C:5](=[O:15])[N:6]([CH3:14])[C:7]1=[O:13])[CH:10]([CH3:11])[CH3:12]. Procedure: This compound was made following the procedure described above, starting with 6-hydrazino-1-isobutyl-3-methylpyrimidine-2,4(1H,3H)-dione, and condensing first with 1-naphthaldehyde, followed by 1-methyl-1H-pyrrole-2-carbaldehyde. Mass: 442.35 (M+H). The reactants are Cl.Cl.Cl.C1(CC1)NC(=O)C1=CC=CC=2SC(=CC21)C2=NC(=NC=C2Cl)NCCCN2CCN(CC2)C (2-{5-chloro-2-[3-(4-methylpiperazin-1-yl)-propylamino]-pyrimidin-4-yl}-benzo[b]thiophene-4-carboxylic acid cyclopropylamide tri-hydrochloride), C1(CC1)NC(=O)C1=CC=CC=2SC(=CC21)C2=NC(=NC=C2Cl)Cl (2-(2,5-dichloropyrimidin-4-yl)-benzo[b]thiophene-4-carboxylic acid cyclopropylamide), CC1(NC(CC(C1)=CCN)(C)C)C (2-(2,2,6,6-tetramethyl-piperidin-4-ylidene)-ethylamine). Product: Cl.Cl.C1(CC1)NC(=O)C1=CC=CC=2SC(=CC21)C2=NC(=NC=C2Cl)NCC=C2CC(NC(C2)(C)C)(C)C (2-{5-Chloro-2-[2-(2,2,6,6-tetramethylpiperidin-4-ylidene)-ethylamino]-pyrimidin-4-yl}-benzo[b]thiophene-4-carboxylic acid cyclopropylamide di-hydrochloride). Reaction SMILES: Cl.Cl.Cl.[CH:4]1([NH:7][C:8]([C:10]2[C:18]3[CH:17]=[C:16]([C:19]4[C:24]([Cl:25])=[CH:23][N:22]=[C:21]([NH:26][CH2:27][CH2:28][CH2:29]N5CCN(C)CC5)[N:20]=4)[S:15][C:14]=3[CH:13]=[CH:12][CH:11]=2)=[O:9])[CH2:6][CH2:5]1.C1(NC(C2C3C=C(C4C([Cl:58])=CN=C(Cl)N=4)SC=3C=CC=2)=O)CC1.[CH3:60][C:61]1([CH3:72])[CH2:66]C(=CCN)[CH2:64][C:63]([CH3:71])([CH3:70])[NH:62]1>>[ClH:25].[ClH:58].[CH:4]1([NH:7][C:8]([C:10]2[C:18]3[CH:17]=[C:16]([C:19]4[C:24]([Cl:25])=[CH:23][N:22]=[C:21]([NH:26][CH2:27][CH:28]=[C:29]5[CH2:64][C:63]([CH3:71])([CH3:70])[NH:62][C:61]([CH3:72])([CH3:66])[CH2:60]5)[N:20]=4)[S:15][C:14]=3[CH:13]=[CH:12][CH:11]=2)=[O:9])[CH2:5][CH2:6]1 |f:0.1.2.3,6.7.8|. Procedure details: Using the method of 2-{5-chloro-2-[3-(4-methylpiperazin-1-yl)-propylamino]-pyrimidin-4-yl}-benzo[b]thiophene-4-carboxylic acid cyclopropylamide tri-hydrochloride, the title compound is synthesized from 2-(2,5-dichloropyrimidin-4-yl)-benzo[b]thiophene-4-carboxylic acid cyclopropylamide and 2-(2,2,6,6-tetramethyl-piperidin-4-ylidene)-ethylamine and isolated as a yellow solid. ES+(m/z) 510 (35Cl) and 512 (37Cl) [M(free base)+H]. Starting materials: CO.C(Cl)(Cl)Cl (MeOH CHCl3), CC=1C=CC(=CC1)S(=O)(=O)NCl (chloramine-T), FC=1C=C(C=CC1N1CCSCC1)N1C(OC(C1)CNC(C)=O)=O (N-[[3-[3-fluoro-4-(4-thiomorpholinyl)phenyl]-2-oxo-5-oxazolidinyl]methyl]acetamide). The reagents and catalysts are [Br-].C(CCCCCCCCCCCCCCC)[P+](CCCC)(CCCC)CCCC (hexadecyl-tributylphosphonium bromide). Run in C(Cl)Cl (CH2Cl2), C(Cl)Cl (CH2Cl2). Conditions: time 3 hour. The product is FC=1C=C(C=CC1N1CCS(CC1)=NS(=O)(=O)C1=CC=C(C=C1)C)N1C(O[C@H](C1)CNC(C)=O)=O ((S)--N--[[3-[3-fluoro-4-[1-[(p-toluenesulfonyl)imino]thiomorpholin-4-yl]phenyl]-2-oxo-5-oxazolidinyl]methyl]acetamide). The yield is 99.6%. As a reaction SMILES: [F:1][C:2]1[CH:3]=[C:4]([N:14]2[CH2:18][CH:17]([CH2:19][NH:20][C:21](=[O:23])[CH3:22])[O:16][C:15]2=[O:24])[CH:5]=[CH:6][C:7]=1[N:8]1[CH2:13][CH2:12][S:11][CH2:10][CH2:9]1.[CH3:25][C:26]1[CH:27]=[CH:28][C:29]([S:32]([NH:35]Cl)(=[O:34])=[O:33])=[CH:30][CH:31]=1.CO.C(Cl)(Cl)Cl>C(Cl)Cl.[Br-].C([P+](CCCC)(CCCC)CCCC)CCCCCCCCCCCCCCC>[F:1][C:2]1[CH:3]=[C:4]([N:14]2[CH2:18][C@H:17]([CH2:19][NH:20][C:21](=[O:23])[CH3:22])[O:16][C:15]2=[O:24])[CH:5]=[CH:6][C:7]=1[N:8]1[CH2:9][CH2:10][S:11](=[N:35][S:32]([C:29]2[CH:30]=[CH:31][C:26]([CH3:25])=[CH:27][CH:28]=2)(=[O:33])=[O:34])[CH2:12][CH2:13]1 |f:2.3,5.6|. Procedure: The N-[[3-[3-fluoro-4-(4-thiomorpholinyl)phenyl]-2-oxo-5-oxazolidinyl]methyl]acetamide (213 mg, 0.603 mmol) was dissolved in dry CH2Cl2 (11.5 mL) and then treated with hexadecyl-tributylphosphonium bromide (138 mg, 0.271 mmol). To this clear, colorless solution, the chloramine-T (165 mg, 0.723 mmol) was added. The resultant cloudy solution was stirred at room temperature for three hours. At this time, the reaction was determined to be complete by TLC (10% MeOH/CHCl3, UV short wave). The reaction... The reactants are CC=1C=C(CCl)C=CC1 (3-metylbenzyl chloride), compound ( 37 ), [H-].[Na+] (sodium hydride), FC(CCC(C#N)C#N)(F)F ((3,3,3-trifluoropropyl)malononitrile). Solvent: CN(C=O)C (N,N-dimethylformamide). The product is CC=1C=C(CC(C#N)(C#N)CCC(F)(F)F)C=CC1 (2-(3-methylbenzyl)-2-(3,3,3-trifluoropropyl)malononitrile). The yield is 64.1%. Reaction SMILES: [CH3:1][C:2]1[CH:3]=[C:4]([CH:7]=[CH:8][CH:9]=1)[CH2:5]Cl.[H-].[Na+].[F:12][C:13]([F:22])([F:21])[CH2:14][CH2:15][CH:16]([C:19]#[N:20])[C:17]#[N:18]>CN(C)C=O>[CH3:1][C:2]1[CH:3]=[C:4]([CH:7]=[CH:8][CH:9]=1)[CH2:5][C:16]([CH2:15][CH2:14][C:13]([F:12])([F:21])[F:22])([C:17]#[N:18])[C:19]#[N:20] |f:1.2|. Reported procedure: Using 0.14 g of 3-metylbenzyl chloride, 3 ml of N,N-dimethylformamide, 0.05 g of sodium hydride (60% in oil), and 0.17 g of (3,3,3-trifluoropropyl)malononitrile, and according to the process described in the Production Example 26, there was obtained 0.17 g of 2-(3-methylbenzyl)-2-(3,3,3-trifluoropropyl)malononitrile (the present compound (37)). The reactants are CC1([C@@H](N2[C@H](S1(=O)=O)CC2=O)C(=O)O)C (penicillanic acid 1,1-dioxide), [Na] (sodium), C(C)C(C(=O)[O-])CCCC.[Na+] (sodium 2-ethylhexanoate), C(C)C(C(=O)[O-])CCCC.[Na+] (sodium 2-ethylhexanoate). The solvent is C(C)(=O)OCC (ethyl acetate), C(C)(=O)OCC (ethyl acetate), C(C)(=O)OCC (ethyl acetate), C(C)(=O)OCC (ethyl acetate), C(C)(=O)OCC (ethyl acetate). Run at temperature 100 celsius, time 1 hour. The product is CC1(C(N2C(S1(=O)=O)CC2=O)C(=O)[O-])C.[Na+] (Sodium Penicillanate 1,1-Dioxide). RXN SMILES: [CH3:1][C:2]1([CH3:15])[S:6](=[O:8])(=[O:7])[C@@H:5]2[CH2:9][C:10](=[O:11])[N:4]2[C@H:3]1[C:12]([OH:14])=[O:13].C(C(CCCC)C([O-])=O)C.[Na+:26].[Na]>C(OCC)(=O)C>[CH3:1][C:2]1([CH3:15])[S:6](=[O:7])(=[O:8])[CH:5]2[CH2:9][C:10](=[O:11])[N:4]2[CH:3]1[C:12]([O-:14])=[O:13].[Na+:26] |f:1.2,5.6,^1:26|. Reported procedure: To a stirred solution of 32.75 g. (0.14 mole) of penicillanic acid 1,1-dioxide in 450 ml. of ethyl acetate was added a solution of 25.7 g. of sodium 2-ethylhexanoate (0.155 mole) in 200 ml. of ethyl acetate. The resulting solution was stirred for 1 hour and then an additional 10% excess of sodium 2-ethylhexanoate in a small volume of ethyl acetate was added. Product immediately began to precipitate. Stirring was continued for 30 minutes and then the precipitate was removed by filtration. It was ... Starting materials: C[C@@H]1CN(CCN1)C1=NC=CC=C1C(F)(F)F ((3R)-3-Methyl-1-[3-(trifluoromethyl)pyridin-2-yl]piperazine), BrC1=CC(=CC=2NC(=NC21)Cl)C(F)(F)F (4-bromo-2-chloro-6-trifluoromethyl-1H-benzoimidazole). Yields the product BrC1=CC(=CC2=C1NC(=N2)N2[C@@H](CN(CC2)C2=NC=CC=C2C(F)(F)F)C)C(F)(F)F (7-Bromo-2-{(2R)-2-methyl-4-[3-(trifluoromethyl)pyridin-2-yl]piperazin-1-yl}-5-(trifluoromethyl)-1H-benzoimidazole). RXN SMILES: [CH3:1][C@H:2]1[NH:7][CH2:6][CH2:5][N:4]([C:8]2[C:13]([C:14]([F:17])([F:16])[F:15])=[CH:12][CH:11]=[CH:10][N:9]=2)[CH2:3]1.[Br:18][C:19]1[C:27]2[N:26]=[C:25](Cl)[NH:24][C:23]=2[CH:22]=[C:21]([C:29]([F:32])([F:31])[F:30])[CH:20]=1>>[Br:18][C:19]1[C:27]2[NH:26][C:25]([N:7]3[CH2:6][CH2:5][N:4]([C:8]4[C:13]([C:14]([F:17])([F:15])[F:16])=[CH:12][CH:11]=[CH:10][N:9]=4)[CH2:3][C@H:2]3[CH3:1])=[N:24][C:23]=2[CH:22]=[C:21]([C:29]([F:32])([F:31])[F:30])[CH:20]=1. Reported procedure: The piperazine from step (a) above (0.37 g, 1.5 mmol) reacted with 4-bromo-2-chloro-6-trifluoromethyl-1H-benzoimidazole (0.36 g, 1.2 mmol, Example 6b) under the conditions of Example 3c to give the title compound as a white amorphous solid. MS (ESI, pos. ion) m/z: 508 (M+1). Reaction conditions: temperature 80 celsius. Reactants: C(=O)NCC(=O)NCCC1=CC(=C(C=C1)OC(C)C)OC (2-formamido-N-(4-isopropoxy-3-methoxyphenethyl)acetamide), O=P(Cl)(Cl)Cl (POCl3). The product is C(C)(C)OC1=C(C=C2CCN3C(C2=C1)=CN=C3)OC (9-isopropoxy-8-methoxy-5,6-dihydroimidazo[5,1-a]isoquinoline). RXN SMILES: [CH:1]([NH:3][CH2:4][C:5]([NH:7][CH2:8][CH2:9][C:10]1[CH:15]=[CH:14][C:13]([O:16][CH:17]([CH3:19])[CH3:18])=[C:12]([O:20][CH3:21])[CH:11]=1)=O)=O.O=P(Cl)(Cl)Cl>C(#N)C>[CH:17]([O:16][C:13]1[CH:14]=[C:15]2[C:10]([CH2:9][CH2:8][N:7]3[CH:1]=[N:3][CH:4]=[C:5]32)=[CH:11][C:12]=1[O:20][CH3:21])([CH3:19])[CH3:18]. The solvent is C(C)#N (acetonitrile). Isolated yield 34.5%. Procedure: To a 50 mL round bottom flask was added 2-formamido-N-(4-isopropoxy-3-methoxyphenethyl)acetamide (600 mg, 2.04 mmol) followed by acetonitrile (10.2 mL) and POCl3 (0.57 mL, 6.12 mmol). The reaction mixture was heated to 80° C. for one hour then concentrated in vacuo. To the resulting oil was added H2O and aqueous saturated sodium carbonate, then the solution was extracted with EtOAc (2×). The organic extracts were combined, dried with sodium sulfate and concentrated in vacuo. The crude product wa... Reactants: polyamine, polyethylene glycol, C(Cl)C1CO1 (epichlorohydrin), 132, C1(=CC(=CC=C1)CN)CN (metaxylylenediamine), epoxy resin, OC1=CC=C(C=C1)C(C)(C)C1=CC=C(C=C1)O (bisphenol A), epoxy, 186, polyamine, C1(=CC(=CC=C1)C)C (metaxylene), C(C1CO1)OCC(CCCC)CC (2-ethylhexyl glycidyl ether). Run at temperature 80 celsius, time 1 hour. Yields the product C(C1CO1)OCCCC (butyl glycidyl ether). The yield is 203.4%. Reaction SMILES: C1(C)C=CC=C(C)C=1.C(C1OC1)Cl.[CH2:14]([O:18][CH2:19][CH:20](CC)[CH2:21][CH2:22]CC)[CH:15]1[O:17][CH2:16]1.C1(CN)C=CC=C(CN)C=1.OC1C=CC(C(C2C=CC(O)=CC=2)(C)C)=CC=1>>[CH2:14]([O:18][CH2:19][CH2:20][CH2:21][CH3:22])[CH:15]1[O:17][CH2:16]1. Procedure details: In the same reaction vessel as in Example 1 was fed 275 g of the modified polyamine synthesized in Production Example 2 (corresponding to the modified polyamine based on 1 mol of metaxylene, 0.125 mol of polyethylene glycol, and 0.28 mol of epichlorohydrin), and then 163 g (0.88 mol) of 2-ethylhexyl glycidyl ether (epoxy equivalent of 186, produced by NOF Corporation, the trademark "Epiol EH") was added dropwise thereto over one hour at 80° C. in an atmosphere of nitrogen under stirring. After t... Starting materials: ClC=1C(=NC=C(C1)Cl)C(CN1C(C=2C(C1=O)=CC=CC2)=O)=NOCCC (N-[2-(3,5-dichloropyridin-2-yl)-2-(propoxyimino)ethyl]phthalimide), O.NN (hydrazine monohydrate), O (water). Run in C(C)O (ethanol). The product is C(CC)ON=C(CN)C1=NC=C(C=C1Cl)Cl (2-amino-1-(3,5-dichloropyridin-2-yl)ethanone-O-propyloxime). The yield is 96.1%. As a reaction SMILES: [Cl:1][C:2]1[C:3]([C:9](=[N:22][O:23][CH2:24][CH2:25][CH3:26])[CH2:10][N:11]2C(=O)C3=CC=CC=C3C2=O)=[N:4][CH:5]=[C:6]([Cl:8])[CH:7]=1.O.NN.O>C(O)C>[CH2:24]([O:23][N:22]=[C:9]([C:3]1[C:2]([Cl:1])=[CH:7][C:6]([Cl:8])=[CH:5][N:4]=1)[CH2:10][NH2:11])[CH2:25][CH3:26] |f:1.2|. Procedure: To 235 mg of N-[2-(3,5-dichloropyridin-2-yl)-2-(propoxyimino)ethyl]phthalimide in 5 ml of ethanol, 90 mg of hydrazine monohydrate was added and refluxed with heating for 3 hours with stirring. After completion of the reaction, the reaction mixture was allowed to cool to room temperature, mixed with 20 ml of water and extracted with ethyl acetate (35 ml×2). The resulting organic layers were combined, washed with water (20 ml×1) and dried over saturated aqueous sodium chloride and then anhydrous s...